From a dataset of the Open Reaction Database (ORD), a public repository of structured organic reaction records. describe an organic reaction: reactants, conditions, products, and yield The reactants are OC1CSCCCSC1 (3-hydroxy-1,5-dithiacyclooctane), C(C(=C)C)(=O)OCCN=C=O (2-isocyanatoethyl methacrylate). The reagents and catalysts are C(CCCCCCCCCCC)(=O)[O-].C(CCCCCCCCCCC)(=O)[O-].C(CCC)[Sn+2]CCCC (dibutyltin dilaurate). Run in O1CCCC1 (tetrahydrofuran). Run at temperature 55 celsius, time 3 hour. Product: S1CC(CSCCC1)OC(=O)NCCOC(C(=C)C)=O (2-Methyl-acrylic acid 2-([1,5]dithiocan-3-yloxycarbonylamino)-ethyl ester). Yield: 80.6%. Reaction SMILES: [OH:1][CH:2]1[CH2:9][S:8][CH2:7][CH2:6][CH2:5][S:4][CH2:3]1.[C:10]([O:15][CH2:16][CH2:17][N:18]=[C:19]=[O:20])(=[O:14])[C:11]([CH3:13])=[CH2:12]>C([O-])(=O)CCCCCCCCCCC.C([O-])(=O)CCCCCCCCCCC.C([Sn+2]CCCC)CCC.O1CCCC1>[S:4]1[CH2:5][CH2:6][CH2:7][S:8][CH2:9][CH:2]([O:1][C:19]([NH:18][CH2:17][CH2:16][O:15][C:10](=[O:14])[C:11]([CH3:13])=[CH2:12])=[O:20])[CH2:3]1 |f:2.3.4|. Procedure details: A mixture of 3-hydroxy-1,5-dithiacyclooctane (5.00 grams, 30 millimoles), 2-isocyanatoethyl methacrylate (4.72 grams, 30 millimoles), tetrahydrofuran (15 milliliters), and one drop of dibutyltin dilaurate were stirred at 55° C. for three hours. The solvent was then removed under reduced pressure and the crude product was purified by column chromatography over silica gel using a mixture of ethyl acetate/hexane (30/70). The product was isolated as a white solid (7.72 grams, 79% yield). Purity and ...